This data is from the Open Reaction Database (ORD), a public repository of structured organic reaction records. The task is: describe an organic reaction: reactants, conditions, products, and yield The reactants are ClS(=O)(=O)O (chlorosulfonic acid), OC1=CC=C(C=C1)C=1C2=CC=C(N2)C(=C2C=CC(C(=C3C=CC(=C(C=4C=CC1N4)C4=CC=CC=C4)N3)C3=CC=CC=C3)=N2)C2=CC=CC=C2.[Zn] (zinc 5-(4-hydroxyphenyl)-10,15,20-triphenylporphyrin). Solvent: C(Cl)(Cl)Cl (chloroform), C(Cl)(Cl)Cl (chloroform). Run at time 12 hour. Yields the product OC1=CC=C(C=C1)C=1C2=CC=C(N2)C(=C2C=CC(C(=C3C=CC(=C(C=4C=CC1N4)C4=CC=C(C=C4)S(=O)(=O)[O-])N3)C3=CC=C(C=C3)S(=O)(=O)[O-])=N2)C2=CC=C(C=C2)S(=O)(=O)[O-].[Zn+2].OC2=CC=C(C=C2)C=2C3=CC=C(N3)C(=C3C=CC(C(=C4C=CC(=C(C=1C=CC2N1)C1=CC=C(C=C1)S(=O)(=O)[O-])N4)C4=CC=C(C=C4)S(=O)(=O)[O-])=N3)C3=CC=C(C=C3)S(=O)(=O)[O-].[Zn+2].[Zn+2] (Zinc(II) 5-(4-hydroxyphenyl)-10,15,20-tris(4-sulfonatophenyl)porphyrin). RXN SMILES: [OH:1][C:2]1[CH:7]=[CH:6][C:5]([C:8]2[C:9]3[NH:13][C:12]([C:14]([C:44]4[CH:49]=[CH:48][CH:47]=[CH:46][CH:45]=4)=[C:15]4[N:43]=[C:18]([C:19]([C:37]5[CH:42]=[CH:41][CH:40]=[CH:39][CH:38]=5)=[C:20]5[NH:36][C:23](=[C:24]([C:30]6[CH:35]=[CH:34][CH:33]=[CH:32][CH:31]=6)[C:25]6[CH:26]=[CH:27][C:28]=2[N:29]=6)[CH:22]=[CH:21]5)[CH:17]=[CH:16]4)=[CH:11][CH:10]=3)=[CH:4][CH:3]=1.[Zn:50].Cl[S:52]([OH:55])(=[O:54])=[O:53]>C(Cl)(Cl)Cl>[OH:1][C:2]1[CH:7]=[CH:6][C:5]([C:8]2[C:9]3[NH:13][C:12]([C:14]([C:44]4[CH:49]=[CH:48][C:47]([S:52]([O-:55])(=[O:54])=[O:53])=[CH:46][CH:45]=4)=[C:15]4[N:43]=[C:18]([C:19]([C:37]5[CH:38]=[CH:39][C:40]([S:52]([O-:55])(=[O:54])=[O:53])=[CH:41][CH:42]=5)=[C:20]5[NH:36][C:23](=[C:24]([C:30]6[CH:35]=[CH:34][C:33]([S:52]([O-:55])(=[O:54])=[O:53])=[CH:32][CH:31]=6)[C:25]6[CH:26]=[CH:27][C:28]=2[N:29]=6)[CH:22]=[CH:21]5)[CH:17]=[CH:16]4)=[CH:11][CH:10]=3)=[CH:4][CH:3]=1.[Zn+2:50].[OH:1][C:2]1[CH:7]=[CH:6][C:5]([C:8]2[C:9]3[NH:13][C:12]([C:14]([C:44]4[CH:49]=[CH:48][C:47]([S:52]([O-:55])(=[O:54])=[O:53])=[CH:46][CH:45]=4)=[C:15]4[N:43]=[C:18]([C:19]([C:37]5[CH:38]=[CH:39][C:40]([S:52]([O-:55])(=[O:54])=[O:53])=[CH:41][CH:42]=5)=[C:20]5[NH:36][C:23](=[C:24]([C:30]6[CH:35]=[CH:34][C:33]([S:52]([O-:55])(=[O:54])=[O:53])=[CH:32][CH:31]=6)[C:25]6[CH:26]=[CH:27][C:28]=2[N:29]=6)[CH:22]=[CH:21]5)[CH:17]=[CH:16]4)=[CH:11][CH:10]=3)=[CH:4][CH:3]=1.[Zn+2:50].[Zn+2:50] |f:0.1,4.5.6.7.8|. Reported procedure: To a mixture of 1 g of zinc 5-(4-hydroxyphenyl)-10,15,20-triphenylporphyrin and chloroform, there was added 60 μl of chlorosulfonic acid dissolved in 10 ml of chloroform at 0° C. After 12 h, the solution was poured on ice, and the organic phase was separated. Evaporation of the solvent yielded the product. Starting materials: ONC1CCCCC1, ClCc1cccnc1Cl, [Na+], [Na+], O=C([O-])[O-], C1COCCO1, O. Yields the product O=C(c1cccnc1Cl)N(O)C1CCCCC1. As a reaction SMILES: [CH:1]1([NH:7][OH:8])[CH2:2][CH2:3][CH2:4][CH2:5][CH2:6]1.[Cl:15][c:16]1[c:17]([CH2:18][Cl:19])[cH:20][cH:21][cH:22][n:23]1.[Na+:10].[Na+:9].[O-:11][C:12]([O-:13])=[O:14].[O:24]1[CH2:25][CH2:26][O:27][CH2:28][CH2:29]1.[OH2:30]>>[CH:1]1([N:7]([OH:8])[C:12](=[O:14])[c:17]2[c:16]([Cl:15])[n:23][cH:22][cH:21][cH:20]2)[CH2:2][CH2:3][CH2:4][CH2:5][CH2:6]1. The product is C(C1=CC=CC=C1)SC(CNC(=O)C=1NC2=C(C=C(C=C2C1)OCCOC)N(S(=O)(=O)C1=NC=CC=C1)C)(C(OC)OC)C (N-[2-(benzylthio)-3,3-dimethoxy-2-methylpropyl]-5-(2-methoxyethoxy)-7-[methyl(pyridin-2-ylsulfonyl)amino]-1H-indole-2-carboxamide). The solvent is CN(C=O)C (N,N-dimethylformamide). Reported procedure: To a mixture of 5-(2-methoxyethoxy)-7-[methyl(pyridin-2-ylsulfonyl)amino]-1H-indole-2-carboxylic acid (1.62 g), 1H-1,2,3-benzotriazol-1-ol (919 mg), 2-(benzylthio)-3,3-dimethoxy-2-methylpropan-1-amine (1.02 g) and N,N-dimethylformamide (30 mL) was added N-[3-(dimethylamino)propyl]-N′-ethylcarbodiimide hydrochloride (1.53 g) at room temperature, and the mixture was added overnight at room temperature, and concentrated under reduced pressure. The residue was diluted with ethyl acetate and water. T... Reactants: Cl.CN(CCCN=C=NCC)C (N-[3-(dimethylamino)propyl]-N′-ethylcarbodiimide hydrochloride), COCCOC=1C=C2C=C(NC2=C(C1)N(S(=O)(=O)C1=NC=CC=C1)C)C(=O)O (5-(2-methoxyethoxy)-7-[methyl(pyridin-2-ylsulfonyl)amino]-1H-indole-2-carboxylic acid), N1(N=NC2=C1C=CC=C2)O (1H-1,2,3-benzotriazol-1-ol), C(C1=CC=CC=C1)SC(CN)(C(OC)OC)C (2-(benzylthio)-3,3-dimethoxy-2-methylpropan-1-amine). Reaction SMILES: [CH3:1][O:2][CH2:3][CH2:4][O:5][C:6]1[CH:7]=[C:8]2[C:12](=[C:13]([N:15]([CH3:25])[S:16]([C:19]3[CH:24]=[CH:23][CH:22]=[CH:21][N:20]=3)(=[O:18])=[O:17])[CH:14]=1)[NH:11][C:10]([C:26](O)=[O:27])=[CH:9]2.N1(O)C2C=CC=CC=2N=N1.[CH2:39]([S:46][C:47]([CH3:55])([CH:50]([O:53][CH3:54])[O:51][CH3:52])[CH2:48][NH2:49])[C:40]1[CH:45]=[CH:44][CH:43]=[CH:42][CH:41]=1.Cl.CN(C)CCCN=C=NCC>CN(C)C=O>[CH2:39]([S:46][C:47]([CH3:55])([CH:50]([O:51][CH3:52])[O:53][CH3:54])[CH2:48][NH:49][C:26]([C:10]1[NH:11][C:12]2[C:8]([CH:9]=1)=[CH:7][C:6]([O:5][CH2:4][CH2:3][O:2][CH3:1])=[CH:14][C:13]=2[N:15]([CH3:25])[S:16]([C:19]1[CH:24]=[CH:23][CH:22]=[CH:21][N:20]=1)(=[O:18])=[O:17])=[O:27])[C:40]1[CH:45]=[CH:44][CH:43]=[CH:42][CH:41]=1 |f:3.4|. Yield: 76.3%. Starting materials: [N+](=O)([O-])OC(CCCOC(=O)OC\C(=C(/C(=O)O)\C1=CC=CC=C1)\C1=CC=C(C=C1)S(=O)(=O)C)CO[N+](=O)[O-] ((2Z)-4-[({[4,5-bis(nitrooxy)pentyl]oxy}carbonyl)oxy]-3-[4-(methylsulfonyl)phenyl]-2-phenylbut-2-enoic acid), C(C)I (ethyl iodide), C([O-])([O-])=O.[K+].[K+] (potassium carbonate). The solvent is CN(C)C=O (DMF). Reaction conditions: time 30 minute. Product: [N+](=O)([O-])OC(CCCOC(=O)OC\C(=C(/C(=O)OCC)\C1=CC=CC=C1)\C1=CC=C(C=C1)S(=O)(=O)C)CO[N+](=O)[O-] (Ethyl (2Z)-4-[({[4,5-bis(nitrooxy)pentyl]oxy}carbonyl)oxy]-3-[4-(methylsulfonyl)phenyl]-2-phenylbut-2-enoate). Reaction SMILES: [N+:1]([O:4][CH:5]([CH2:35][O:36][N+:37]([O-:39])=[O:38])[CH2:6][CH2:7][CH2:8][O:9][C:10]([O:12][CH2:13]/[C:14](/[C:25]1[CH:30]=[CH:29][C:28]([S:31]([CH3:34])(=[O:33])=[O:32])=[CH:27][CH:26]=1)=[C:15](/[C:19]1[CH:24]=[CH:23][CH:22]=[CH:21][CH:20]=1)\[C:16]([OH:18])=[O:17])=[O:11])([O-:3])=[O:2].[CH2:40](I)[CH3:41].C(=O)([O-])[O-].[K+].[K+]>CN(C=O)C>[N+:1]([O:4][CH:5]([CH2:35][O:36][N+:37]([O-:39])=[O:38])[CH2:6][CH2:7][CH2:8][O:9][C:10]([O:12][CH2:13]/[C:14](/[C:25]1[CH:30]=[CH:29][C:28]([S:31]([CH3:34])(=[O:32])=[O:33])=[CH:27][CH:26]=1)=[C:15](/[C:19]1[CH:24]=[CH:23][CH:22]=[CH:21][CH:20]=1)\[C:16]([O:18][CH2:40][CH3:41])=[O:17])=[O:11])([O-:3])=[O:2] |f:2.3.4|. Reported procedure: To a solution of 2.6 g (2Z)-4-[({[4,5-bis(nitrooxy)pentyl]oxy}carbonyl)oxy]-3-[4-(methylsulfonyl)phenyl]-2-phenylbut-2-enoic acid in 20 mL of DMF at RT was added 3 mL of ethyl iodide and 485 mg of potassium carbonate under nitrogen. The reaction was stirred for 30 min, and then quenched by addition of NH4Cl sat., extracted with EtOAc, washed with water (3×), brine and dried over sodium sulfate. Purification by flash chromatography afforded 1.42 g of the titled compound as a colorless oil. 1H NMR...